From a dataset of the Open Reaction Database (ORD), a public repository of structured organic reaction records. describe an organic reaction: reactants, conditions, products, and yield The reactants are C=CCCCCCC (1-octene), [SiH](CC)(CC)CC (Et3SiH). Run at temperature 23 celsius, time 24 hour. Yields the product C(C)[Si](CC=CCCCCC)(CC)CC (1-triethylsilyl-2-octene). As a reaction SMILES: [CH2:1]=[CH:2][CH2:3][CH2:4][CH2:5][CH2:6][CH2:7][CH3:8].[SiH:9]([CH2:14][CH3:15])([CH2:12][CH3:13])[CH2:10][CH3:11]>>[CH2:10]([Si:9]([CH2:14][CH3:15])([CH2:12][CH3:13])[CH2:1][CH:2]=[CH:3][CH2:4][CH2:5][CH2:6][CH2:7][CH3:8])[CH3:11]. Reported procedure: In a nitrogen-filled drybox, a scintillation vial was charged with 0.100 g (0.891 mmol) of 1-octene and 0.449 mmol (0.5 equiv) of 0.052 g Et3SiH. 0.001 g (0.002 mmol, 0.5 mol %) of (MesPDI)CoMe was then added to the mixture and the reaction was stirred at room temperature (23° C.) for 24 hours. The reaction was quenched by exposure to air, and the product mixture was analyzed by gas chromatography and 1H and 13C NMR spectroscopy. Conversion of the SiH and olefin functional groups was greater tha... Reactants: CCOC(=O)c1cc(F)c(SC)nc1Cl, CC#N, NC1CC1. Product: CCOC(=O)c1cc(F)c(SC)nc1NC1CC1. RXN SMILES: [CH2:1]([CH3:2])[O:3][C:4]([c:5]1[c:6]([Cl:14])[n:7][c:8]([S:12][CH3:13])[c:9]([F:11])[cH:10]1)=[O:15].[CH3:20][C:21]#[N:22].[CH:16]1([NH2:19])[CH2:17][CH2:18]1>>[CH2:1]([CH3:2])[O:3][C:4]([c:5]1[c:6]([NH:19][CH:16]2[CH2:17][CH2:18]2)[n:7][c:8]([S:12][CH3:13])[c:9]([F:11])[cH:10]1)=[O:15]. Yield: 21.0%. Yields the product C1(CCC1)C1=CC(=C(C=C1C1=NN=C(N1)C)C(=O)N1CCC(CC1)C=1C=CC=2N(C1)C=CN2)C ((4-Cyclobutyl-2-methyl-5-(5-methyl-4H-1,2,4-triazol-3-yl)phenyl)(4-(imidazo[1,2-a]pyridin-6-yl)piperidin-1-yl)methanone), solid. Procedure: The title compound was prepared using standard chemical manipulations and procedures similar to those used for the preparation of compound 62, except 4-cyclobutyl-2-methyl-5-(5-methyl-4H-1,2,4-triazol-3-yl)benzoic acid (compound 78.4, 100 mg) was used in place of 4-cyclobutyl-2-methyl-5-(methylcarbamoyl)benzoic acid (compound 62.3) and 6-(piperidin-4-yl)imidazo[1,2-a]pyridine hydrochloride (compound 78.5, 88 mg) was used in place of 5-(piperidin-4-yl)-1H-indazole (compound 62.5). The title compo... Reaction SMILES: [CH:1]1([C:5]2[C:13]([C:14]3[NH:18][C:17]([CH3:19])=[N:16][N:15]=3)=[CH:12][C:8]([C:9]([OH:11])=O)=[C:7]([CH3:20])[CH:6]=2)[CH2:4][CH2:3][CH2:2]1.C1(C2C(C(=O)NC)=CC(C(O)=O)=C(C)C=2)CCC1.Cl.[NH:40]1[CH2:45][CH2:44][CH:43]([C:46]2[CH:47]=[CH:48][C:49]3[N:50]([CH:52]=[CH:53][N:54]=3)[CH:51]=2)[CH2:42][CH2:41]1.N1CCC(C2C=C3C(=CC=2)NN=C3)CC1>>[CH:1]1([C:5]2[C:13]([C:14]3[NH:18][C:17]([CH3:19])=[N:16][N:15]=3)=[CH:12][C:8]([C:9]([N:40]3[CH2:41][CH2:42][CH:43]([C:46]4[CH:47]=[CH:48][C:49]5[N:50]([CH:52]=[CH:53][N:54]=5)[CH:51]=4)[CH2:44][CH2:45]3)=[O:11])=[C:7]([CH3:20])[CH:6]=2)[CH2:2][CH2:3][CH2:4]1 |f:2.3|. The reactants are compound 62, C1(CCC1)C1=CC(=C(C(=O)O)C=C1C1=NN=C(N1)C)C (4-cyclobutyl-2-methyl-5-(5-methyl-4H-1,2,4-triazol-3-yl)benzoic acid), C1(CCC1)C1=CC(=C(C(=O)O)C=C1C1=NN=C(N1)C)C (4-cyclobutyl-2-methyl-5-(5-methyl-4H-1,2,4-triazol-3-yl)benzoic acid), N1CCC(CC1)C=1C=C2C=NNC2=CC1 (5-(piperidin-4-yl)-1H-indazole), C1(CCC1)C1=CC(=C(C(=O)O)C=C1C(NC)=O)C (4-cyclobutyl-2-methyl-5-(methylcarbamoyl)benzoic acid), Cl.N1CCC(CC1)C=1C=CC=2N(C1)C=CN2 (6-(piperidin-4-yl)imidazo[1,2-a]pyridine hydrochloride), Cl.N1CCC(CC1)C=1C=CC=2N(C1)C=CN2 (6-(piperidin-4-yl)imidazo[1,2-a]pyridine hydrochloride).